From a dataset of the Open Reaction Database (ORD), a public repository of structured organic reaction records. describe an organic reaction: reactants, conditions, products, and yield The reactants are O (water), C(C1=CC=CC=C1)(=O)NC(C(C(C)(C)C)=O)N1C=NC=C1 (1-benzamido-3,3-dimethyl-1-(imidazol-1-yl)-butan-2-one), ( a ), [BH4-].[Na+] (sodium borohydride). The solvent is CO (methanol). Reaction conditions: time 15 hour. Product: C(C1=CC=CC=C1)(=O)NC(C(C(C)(C)C)O)N1C=NC=C1 (1-benzamido-3,3-dimethyl-1-imidazol-1-yl-butan-2-ol). Isolated yield 78.6%. Reaction SMILES: [C:1]([NH:9][CH:10]([N:17]1[CH:21]=[CH:20][N:19]=[CH:18]1)[C:11](=[O:16])[C:12]([CH3:15])([CH3:14])[CH3:13])(=[O:8])[C:2]1[CH:7]=[CH:6][CH:5]=[CH:4][CH:3]=1.[BH4-].[Na+].O>CO>[C:1]([NH:9][CH:10]([N:17]1[CH:21]=[CH:20][N:19]=[CH:18]1)[CH:11]([OH:16])[C:12]([CH3:15])([CH3:14])[CH3:13])(=[O:8])[C:2]1[CH:3]=[CH:4][CH:5]=[CH:6][CH:7]=1 |f:1.2|. Reported procedure: Process variant (b) 28.5 g (0.1 mol) of 1-benzamido-3,3-dimethyl-1-(imidazol-1-yl)-butan-2-one of melting point 140°-142° C. (prepared analogously to Example 8, in accordance with process (a)) were dissolved in 250 ml of methanol. 4 g (0.1 mol) of sodium borohydride were added in portions while stirring and cooling at 0° to 10° C. Stirring was continued for 15 hours at room temperature and 200 ml of water were added to the reaction mixture. The mixture was then extracted by shaking with 200 ml o... The reactants are O.C1(=CC(O)=CC(C)=C1)O (Orcinol monohydrate), C(#N)C1=C(C=C(C=C1)C)S(=O)(=O)Cl (2-cyano-5-methylbenzene-sulfonyl chloride). Run in C(C)OCC (diethyl ether), O (water), C(=O)(O)[O-].[Na+] (NaHCO3). Conditions: time 8 hour. The product is C(#N)C1=C(C=C(C=C1)C)S(=O)(=O)OC=1C=C(C=C(C1)C)O (3-(2-Cyano-5-methylphenylsulfonyloxy)-5-methylphenol). The yield is 76.9%. Reaction SMILES: O.[C:2]1([OH:10])[CH:9]=[C:7]([CH3:8])[CH:6]=[C:4]([OH:5])[CH:3]=1.[C:11]([C:13]1[CH:18]=[CH:17][C:16]([CH3:19])=[CH:15][C:14]=1[S:20](Cl)(=[O:22])=[O:21])#[N:12]>C([O-])(O)=O.[Na+].C(OCC)C.O>[C:11]([C:13]1[CH:18]=[CH:17][C:16]([CH3:19])=[CH:15][C:14]=1[S:20]([O:5][C:4]1[CH:3]=[C:2]([OH:10])[CH:9]=[C:7]([CH3:8])[CH:6]=1)(=[O:21])=[O:22])#[N:12] |f:0.1,3.4|. Procedure: Orcinol monohydrate (1.42 g, 10.0 mmol) and 2-cyano-5-methylbenzene-sulfonyl chloride (2.0 g, 9.0 mmol), as prepared in the preceding step, were mixed in saturated aqueous NaHCO3 (30 mL) and diethyl ether (30 mL). The biphasic mixture was stirred vigorously at ambient temperature overnight. The reaction mixture was diluted with water (50 mL) and extracted into ethyl acetate (3×50 mL). The organic phase was washed with brine (2×50 mL) and dried over Na2SO4. After removing the solvent in vacuo, th... Reactants: [Na] (sodium), SC=1NC2=C(C=NC=C2)N1 (2-mercapto-1H-imidazo[4,5-c]pyridine), O (water), C(C1=CC=CC=C1)Cl (benzylchloride). The solvent is CO (methanol). Reaction conditions: time 20 minute. Product: C1(=CC=CC=C1)CSC=1NC2=C(C=NC=C2)N1 (2-[[(Phenyl)methyl]thio]-1H-imidazo[4,5-c]pyridine). RXN SMILES: [Na].[SH:2][C:3]1[NH:4][C:5]2[CH:10]=[CH:9][N:8]=[CH:7][C:6]=2[N:11]=1.[CH2:12](Cl)[C:13]1[CH:18]=[CH:17][CH:16]=[CH:15][CH:14]=1.O>CO>[C:13]1([CH2:12][S:2][C:3]2[NH:4][C:5]3[CH:10]=[CH:9][N:8]=[CH:7][C:6]=3[N:11]=2)[CH:18]=[CH:17][CH:16]=[CH:15][CH:14]=1 |^1:0|. Procedure details: To a solution of 1.26 g (0.055 g atom) of sodium in 300 mL of methanol was added 7.56 g (0.05 mol) of 2-mercapto-1H-imidazo[4,5-c]pyridine with stirring. After 20 minutes, the reaction mixture was evaporated to dryness in a rotary evaporator. Dimethyl formamide (200 mL) was added to the residue. To the resulting solution was added dropwise 6.33 g (0.05 mol) of benzylchloride. The reaction mixture was stirred for 5 hours at room temperature and was then poured into 1500 mL of water. The product w...